Dataset: the Open Reaction Database (ORD), a public repository of structured organic reaction records. Task: describe an organic reaction: reactants, conditions, products, and yield Reactants: ClC1=CC=C2C(=N1)N(C(=N2)CO)C (5-chloro-2-hydroxymethyl-3-methyl-3H-imidazo[4,5-b]pyridine), N(=NC(=O)N1CCCCC1)C(=O)N1CCCCC1 (1,1'-(azodicarbonyl)dipiperidine), OC1=CC=C(CC2C(N(C(S2)=O)C(C2=CC=CC=C2)(C2=CC=CC=C2)C2=CC=CC=C2)=O)C=C1 (5-(4-hydroxybenzyl)-3-triphenylmethylthiazolidine-2,4-dione), C(CCC)P(CCCC)CCCC (tributylphosphine). Run in C1(=CC=CC=C1)C (toluene). The product is ClC1=CC=C2C(=N1)N(C(=N2)COC2=CC=C(CC1C(N(C(S1)=O)C(C1=CC=CC=C1)(C1=CC=CC=C1)C1=CC=CC=C1)=O)C=C2)C (5-{4-(5-Chloro-3-methyl-3H-imidazo[4,5-b]pyridin-2-ylmethoxy) benzyl}-3-triphenylmethylthiazolidine-2,4-dione). RXN SMILES: [Cl:1][C:2]1[N:7]=[C:6]2[N:8]([CH3:13])[C:9]([CH2:11][OH:12])=[N:10][C:5]2=[CH:4][CH:3]=1.O[C:15]1[CH:47]=[CH:46][C:18]([CH2:19][CH:20]2[S:24][C:23](=[O:25])[N:22]([C:26]([C:39]3[CH:44]=[CH:43][CH:42]=[CH:41][CH:40]=3)([C:33]3[CH:38]=[CH:37][CH:36]=[CH:35][CH:34]=3)[C:27]3[CH:32]=[CH:31][CH:30]=[CH:29][CH:28]=3)[C:21]2=[O:45])=[CH:17][CH:16]=1.C(P(CCCC)CCCC)CCC.N(C(N1CCCCC1)=O)=NC(N1CCCCC1)=O>C1(C)C=CC=CC=1>[Cl:1][C:2]1[N:7]=[C:6]2[N:8]([CH3:13])[C:9]([CH2:11][O:12][C:15]3[CH:47]=[CH:46][C:18]([CH2:19][CH:20]4[S:24][C:23](=[O:25])[N:22]([C:26]([C:39]5[CH:44]=[CH:43][CH:42]=[CH:41][CH:40]=5)([C:33]5[CH:34]=[CH:35][CH:36]=[CH:37][CH:38]=5)[C:27]5[CH:32]=[CH:31][CH:30]=[CH:29][CH:28]=5)[C:21]4=[O:45])=[CH:17][CH:16]=3)=[N:10][C:5]2=[CH:4][CH:3]=1. Procedure: A procedure similar to that described in Preparation 4 was repeated, except that 1.20 g of 5-chloro-2-hydroxymethyl-3-methyl-3H-imidazo[4,5-b]pyridine (prepared as described in Preparation 44), 2.83 g of 5-(4-hydroxybenzyl)-3-triphenylmethylthiazolidine-2,4-dione, 1.51 ml of tributylphosphine, 1.53 g of 1,1'-(azodicarbonyl)dipiperidine and 25 ml of toluene were used, to give the title compound as a crude product. This crude product was purified by column chromatography through silica gel, using ... Reactants: CI, CO, CC(C)=O, Cc1[nH]cnc1CSCCNC(N)=S. The product is CSC(=N)NCCSCc1nc[nH]c1C, I. As a reaction SMILES: [CH3:15][I:16].[CH3:17][OH:18].[CH3:19][C:20](=[O:21])[CH3:22].[CH3:1][c:2]1[c:3]([CH2:7][S:8][CH2:9][CH2:10][NH:11][C:12](=[S:13])[NH2:14])[n:4][cH:5][nH:6]1>>[CH3:1][c:2]1[c:3]([CH2:7][S:8][CH2:9][CH2:10][NH:11][C:12]([S:13][CH3:15])=[NH:14])[n:4][cH:5][nH:6]1.[IH:16]. Starting materials: FC1=CC=C(C=C1)C(C)O (1-(4-fluorophenyl)ethanol), Br[Si](C)(C)C (bromo(trimethyl)silane). Solvent: ClCCl (dichloromethane). Yields the product BrC(C)C1=CC=C(C=C1)F (1-(1-Bromoethyl)-4-fluorobenzene). Reaction SMILES: [F:1][C:2]1[CH:7]=[CH:6][C:5]([CH:8](O)[CH3:9])=[CH:4][CH:3]=1.[Br:11][Si](C)(C)C>ClCCl>[Br:11][CH:8]([C:5]1[CH:6]=[CH:7][C:2]([F:1])=[CH:3][CH:4]=1)[CH3:9]. Procedure: 0.5 g of 1-(4-fluorophenyl)ethanol is dissolved in 20 cm3 of dichloromethane, under an inert atmosphere, at a temperature close to 20° C. 1.24 cm3 of pure bromo(trimethyl)silane are introduced in two lots to the reaction mixture. The latter is stirred at a temperature close to 20° C. for 48 h, then it is washed with a saturated aqueous solution of sodium chloride, dried over a phase separation cartridge and concentrated using a rotary evaporator under reduced pressure (5 kPa). The 700 mg of crud... Starting materials: C(C)(=O)SCCC(=O)N1[C@H](C(=O)O)CC(C1)=O (1-[3-(Acetylthio)-1-oxopropyl]-4-oxo-L-proline), [N+](=[N-])=C (diazomethane). Solvent: CCOCC (ether). Conditions: time 2 hour. The product is C(C)(=O)SCCC(=O)N1[C@H](C(=O)OC)CC(C1)=O (1-[3-(acetylthio)-1-oxopropyl]-4-oxo-L-proline, methyl ester). RXN SMILES: [C:1]([S:4][CH2:5][CH2:6][C:7]([N:9]1[CH2:16][C:15](=[O:17])[CH2:14][C@H:10]1[C:11]([OH:13])=[O:12])=[O:8])(=[O:3])[CH3:2].[N+](=[CH2:20])=[N-]>CCOCC>[C:1]([S:4][CH2:5][CH2:6][C:7]([N:9]1[CH2:16][C:15](=[O:17])[CH2:14][C@H:10]1[C:11]([O:13][CH3:20])=[O:12])=[O:8])(=[O:3])[CH3:2]. Procedure: A solution of the product of Example 1 in ether is treated with a slight excess of diazomethane. After standing at room temperature for two hours, the solvent is evaporated to give 1-[3-(acetylthio)-1-oxopropyl]-4-oxo-L-proline, methyl ester. Reactants: NCC1CCC(CC1)(C1=CC=CC=C1)N(C)C ((4-aminomethyl-1-phenyl-cyclohexyl)-dimethylamine), C1(=CC=CC=C1)OC(NC(CC1=CNC2=CC=CC=C12)C)=O ([2-(1H-indol-3-yl)-1-methyl-ethyl]-carbamic acid phenyl ester). Run in O1CCOCC1 (dioxane). Product: CN(C1(CCC(CC1)CNC(=O)NC(CC1=CNC2=CC=CC=C12)C)C1=CC=CC=C1)C (1-(4-dimethylamino-4-phenyl-cyclohexylmethyl)-3-[2-(1H-indol-3-yl)-1-methyl-ethyl]-urea). Reaction SMILES: [NH2:1][CH2:2][CH:3]1[CH2:8][CH2:7][C:6]([N:15]([CH3:17])[CH3:16])([C:9]2[CH:14]=[CH:13][CH:12]=[CH:11][CH:10]=2)[CH2:5][CH2:4]1.C1([O:24][C:25](=O)[NH:26][CH:27]([CH3:38])[CH2:28][C:29]2[C:37]3[C:32](=[CH:33][CH:34]=[CH:35][CH:36]=3)[NH:31][CH:30]=2)C=CC=CC=1>O1CCOCC1>[CH3:16][N:15]([CH3:17])[C:6]1([C:9]2[CH:10]=[CH:11][CH:12]=[CH:13][CH:14]=2)[CH2:5][CH2:4][CH:3]([CH2:2][NH:1][C:25]([NH:26][CH:27]([CH3:38])[CH2:28][C:29]2[C:37]3[C:32](=[CH:33][CH:34]=[CH:35][CH:36]=3)[NH:31][CH:30]=2)=[O:24])[CH2:8][CH2:7]1. Reported procedure: The more polar diastereoisomer of (4-aminomethyl-1-phenyl-cyclohexyl)-dimethylamine (162.7 mg, 0.7 mmole) was added to a solution of [2-(1H-indol-3-yl)-1-methyl-ethyl]-carbamic acid phenyl ester (206 mg, 0.7 mmole) in dioxane (7 ml). The batch was then refluxed for 14 h. A precipitate formed at RT. The precipitate was filtered out, and washed once with cold dioxane (2 ml) and with diethyl ether (3×3 ml). The more polar diastereoisomer of 1-(4-dimethylamino-4-phenyl-cyclohexylmethyl)-3-[2-(1H-ind... The product is CC(C)Oc1ccccc1CC(O)(c1ccccc1)C1CN(Cc2ccccc2)CCO1. The reactants are O=C(c1ccccc1)C1CN(Cc2ccccc2)CCO1, CC(C)Oc1ccccc1CCl, I, [Mg], C1CCOC1. Reaction SMILES: [CH2:15]([c:16]1[cH:17][cH:18][cH:19][cH:20][cH:21]1)[N:22]1[CH2:23][CH:24]([C:28](=[O:29])[c:30]2[cH:31][cH:32][cH:33][cH:34][cH:35]2)[O:25][CH2:26][CH2:27]1.[Cl:2][CH2:3][c:4]1[c:5]([O:10][CH:11]([CH3:12])[CH3:13])[cH:6][cH:7][cH:8][cH:9]1.[I:14].[Mg:1].[O:36]1[CH2:37][CH2:38][CH2:39][CH2:40]1>>[CH2:3]([c:4]1[c:5]([O:10][CH:11]([CH3:12])[CH3:13])[cH:6][cH:7][cH:8][cH:9]1)[C:28]([CH:24]1[CH2:23][N:22]([CH2:15][c:16]2[cH:17][cH:18][cH:19][cH:20][cH:21]2)[CH2:27][CH2:26][O:25]1)([OH:29])[c:30]1[cH:31][cH:32][cH:33][cH:34][cH:35]1. Reactants: N(N)C1=NC=C(C(=O)NCC2CCOCC2)C=C1 (6-hydrazinyl-N-((tetrahydro-2H-pyran-4-yl)methyl)nicotinamide), ClC1=C(C=CC(=C1)C#N)C(C(=O)OCC)=CN(C)C (ethyl 2-(2-chloro-4-cyanophenyl)-3-(dimethylamino)acrylate). The product is ClC1=C(C=CC(=C1)C#N)C=1C=NN(C1O)C1=NC=C(C(=O)NCC2CCOCC2)C=C1 (6-(4-(2-chloro-4-cyanophenyl)-5-hydroxy-1H-pyrazol-1-yl)-N-((tetrahydro-2H-pyran-4-yl)methyl)nicotinamide). RXN SMILES: [NH:1]([C:3]1[CH:18]=[CH:17][C:6]([C:7]([NH:9][CH2:10][CH:11]2[CH2:16][CH2:15][O:14][CH2:13][CH2:12]2)=[O:8])=[CH:5][N:4]=1)[NH2:2].[Cl:19][C:20]1[CH:25]=[C:24]([C:26]#[N:27])[CH:23]=[CH:22][C:21]=1[C:28](=[CH:34]N(C)C)[C:29](OCC)=[O:30]>>[Cl:19][C:20]1[CH:25]=[C:24]([C:26]#[N:27])[CH:23]=[CH:22][C:21]=1[C:28]1[CH:34]=[N:2][N:1]([C:3]2[CH:18]=[CH:17][C:6]([C:7]([NH:9][CH2:10][CH:11]3[CH2:16][CH2:15][O:14][CH2:13][CH2:12]3)=[O:8])=[CH:5][N:4]=2)[C:29]=1[OH:30]. Reported procedure: The title compound was prepared in a manner similar to Example 188 using 6-hydrazinyl-N-((tetrahydro-2H-pyran-4-yl)methyl)nicotinamide and ethyl 2-(2-chloro-4-cyanophenyl)-3-(dimethylamino)acrylate. 1H NMR (400 MHz, DMSO-d6) δ ppm 1.13-1.39 (m, 4H) 1.68 (d, J=12.9 Hz, 2H) 3.20-3.37 (m, 6H) 3.63 (s, 1H) 3.92 (dd, J=11.2, 2.7 Hz, 2H) 7.90 (d, J=8.1 Hz, 1H) 8.15 (s, 1H) 8.49 (d, J=3.8 Hz, 2H) 8.73-8.87 (m, 1H) 8.98 (s, 1H). MS m/z [M+H]+ 438.4. The reactants are CN(C)CC1=CC2=C(CN(CC2)C(C2=CC=C(C=C2)C(C2=CC=CS2)=O)=O)O1 (N,N-Dimethyl-[6-[4-(2-thenoyl)benzoyl]-4,5,6,7-tetrahydrofuro[2,3-c]pyridin-2-ylmethyl]amine), Cl (hydrogen chloride). Solvent: CO (methanol), CO (methanol). Yields the product Cl.CN(C)CC1=CC2=C(CN(CC2)C(C2=CC=C(C=C2)C(C2=CC=CS2)=O)=O)O1 (N,N-dimethyl-[6-[4-(2-thenoyl)benzoyl]-4,5,6,7-tetrahydrofuro[2,3-c]pyridin-2-ylmethyl]amine hydrochloride). As a reaction SMILES: [CH3:1][N:2]([CH2:4][C:5]1[O:28][C:8]2[CH2:9][N:10]([C:13](=[O:27])[C:14]3[CH:19]=[CH:18][C:17]([C:20](=[O:26])[C:21]4[S:25][CH:24]=[CH:23][CH:22]=4)=[CH:16][CH:15]=3)[CH2:11][CH2:12][C:7]=2[CH:6]=1)[CH3:3].[ClH:29]>CO>[ClH:29].[CH3:3][N:2]([CH2:4][C:5]1[O:28][C:8]2[CH2:9][N:10]([C:13](=[O:27])[C:14]3[CH:19]=[CH:18][C:17]([C:20](=[O:26])[C:21]4[S:25][CH:24]=[CH:23][CH:22]=4)=[CH:16][CH:15]=3)[CH2:11][CH2:12][C:7]=2[CH:6]=1)[CH3:1] |f:3.4|. Reported procedure: N,N-Dimethyl-[6-[4-(2-thenoyl)benzoyl]-4,5,6,7-tetrahydrofuro[2,3-c]pyridin-2-ylmethyl]amine 0.197 g was dissolved in 2 ml of methanol; hydrogen chloride in methanol was added in excess, followed by stirring. This mixture was then concentrated to yield the desired product.